Task: describe an organic reaction: reactants, conditions, products, and yield. Dataset: the Open Reaction Database (ORD), a public repository of structured organic reaction records Reactants: N#Cc1ccc(-c2ccc(O)cc2)cc1, CCCCCCOC(=O)Cl, c1ccncc1, c1ccccc1. Yields the product CCCCCCOC(=O)Oc1ccc(-c2ccc(C#N)cc2)cc1. RXN SMILES: [C:1](#[N:2])[c:3]1[cH:4][cH:5][c:6](-[c:9]2[cH:10][cH:11][c:12]([OH:15])[cH:13][cH:14]2)[cH:7][cH:8]1.[CH2:22]([CH2:23][CH2:24][CH2:25][CH2:26][CH3:27])[O:28][C:29](=[O:30])[Cl:31].[cH:16]1[cH:17][cH:18][n:19][cH:20][cH:21]1.[cH:32]1[cH:33][cH:34][cH:35][cH:36][cH:37]1>>[C:1](#[N:2])[c:3]1[cH:4][cH:5][c:6](-[c:9]2[cH:10][cH:11][c:12]([O:15][C:29]([O:28][CH2:22][CH2:23][CH2:24][CH2:25][CH2:26][CH3:27])=[O:30])[cH:13][cH:14]2)[cH:7][cH:8]1. As a reaction SMILES: [C:1]([O:5][C:6]([NH:8][C:9]1[C:14]([C:15]([O:17][CH3:18])=[O:16])=[CH:13][CH:12]=[C:11](Cl)[N:10]=1)=[O:7])([CH3:4])([CH3:3])[CH3:2].[C:20]([NH:27][CH2:28][CH2:29][NH2:30])([O:22][C:23]([CH3:26])([CH3:25])[CH3:24])=[O:21]>>[C:1]([O:5][C:6]([NH:8][C:9]1[C:14]([C:15]([O:17][CH3:18])=[O:16])=[CH:13][CH:12]=[C:11]([NH:30][CH2:29][CH2:28][NH:27][C:20]([O:22][C:23]([CH3:26])([CH3:25])[CH3:24])=[O:21])[N:10]=1)=[O:7])([CH3:4])([CH3:3])[CH3:2]. Procedure details: Analogously to the preparation of Example 33A, 650 mg (2.3 mmol) of methyl 2-[(tert-butoxycarbonyl)amino]-6-chloropyridine-3-carboxylate (Example 51A) and 363 mg (2.3 mmol) of N-Boc-ethylenediamine gave 500 mg (50% of theory) of the product as a solid. Yields the product C(C)(C)(C)OC(=O)NC1=NC(=CC=C1C(=O)OC)NCCNC(=O)OC(C)(C)C (Methyl 2-[(tert-butoxycarbonyl)amino]-6-({2-[(tert-butoxycarbonyl)amino]ethyl}amino)pyridine-3-carboxylate). The reactants are C(C)(C)(C)OC(=O)NC1=NC(=CC=C1C(=O)OC)Cl (Methyl 2-[(tert-butoxycarbonyl)amino]-6-chloropyridine-3-carboxylate), C(=O)(OC(C)(C)C)NCCN (N-Boc-ethylenediamine). Starting materials: BrN1C(CCC1=O)=O (N-bromosuccinimide), ice, FC=1C=C(C=CC1)N1C(=CC2=CC=CC=C12)C(C)NC(OC(C)(C)C)=O (tert-butyl {1-[1-(3-fluorophenyl)-1H-indol-2-yl]ethyl}carbamate). Run in CN(C)C=O (DMF), CN(C=O)C (N,N-dimethylformamide), O (water). Reaction conditions: time 4 hour. The product is BrC1=C(N(C2=CC=CC=C12)C1=CC(=CC=C1)F)C(C)NC(OC(C)(C)C)=O (tert-Butyl {1-[3-bromo-1-(3-fluorophenyl)-1H-indol-2-yl]ethyl}carbamate). The yield is 65.4%. Reaction SMILES: [Br:1]N1C(=O)CCC1=O.[F:9][C:10]1[CH:11]=[C:12]([N:16]2[C:24]3[C:19](=[CH:20][CH:21]=[CH:22][CH:23]=3)[CH:18]=[C:17]2[CH:25]([NH:27][C:28](=[O:34])[O:29][C:30]([CH3:33])([CH3:32])[CH3:31])[CH3:26])[CH:13]=[CH:14][CH:15]=1>CN(C=O)C.O>[Br:1][C:18]1[C:19]2[C:24](=[CH:23][CH:22]=[CH:21][CH:20]=2)[N:16]([C:12]2[CH:13]=[CH:14][CH:15]=[C:10]([F:9])[CH:11]=2)[C:17]=1[CH:25]([NH:27][C:28](=[O:34])[O:29][C:30]([CH3:33])([CH3:32])[CH3:31])[CH3:26]. Reported procedure: A solution of N-bromosuccinimide (0.24 g, 1.3 mmol) in DMF (1 mL) was added dropwise to an ice-cooled solution of tert-butyl {1-[1-(3-fluorophenyl)-1H-indol-2-yl]ethyl}carbamate (0.41 g, 1.2 mmol) in N,N-dimethylformamide (5 mL) The resulting mixture was allowed to warm to room temperature and stirred for an additional 4 hours. The mixture was diluted with water and extracted with EtOAc. The extracts were combined, dried over MgSO4, concentrated, and purified on silica gel (eluting with 0-10% Et... Reactants: FC=1C=C2C=C(NC2=CC1)C=O (5-fluoro-1H-indole-2-carbaldehyde), C(#N)[BH3-] (cyanoborohydride), FC(C=1C=CC(=NC1)N1C[C@@H]2[C@H](C1)[C@H](CC2)N)(F)F ((3aR,4S,6aS)-2-(5-(trifluoromethyl)pyridin-2-yl)octahydrocyclopenta[c]pyrrol-4-amine), C(C)(=O)O (acetic acid). Run in ClCCl (dichloromethane). Reaction conditions: time 30 minute. Product: FC=1C=C2C=C(NC2=CC1)CN[C@H]1CC[C@@H]2CN(C[C@@H]21)C2=NC=C(C=C2)C(F)(F)F ((3aR,4S,6aS)-N-[(5-fluoro-1H-indol-2-yl)methyl]-2-[5-(trifluoromethyl)pyridin-2-yl]octahydrocyclopenta[c]pyrrol-4-amine). As a reaction SMILES: [F:1][C:2]1[CH:3]=[C:4]2[C:8](=[CH:9][CH:10]=1)[NH:7][C:6]([CH:11]=O)=[CH:5]2.[F:13][C:14]([F:31])([F:30])[C:15]1[CH:16]=[CH:17][C:18]([N:21]2[CH2:25][C@@H:24]3[C@@H:26]([NH2:29])[CH2:27][CH2:28][C@@H:23]3[CH2:22]2)=[N:19][CH:20]=1.C(O)(=O)C.C([BH3-])#N>ClCCl>[F:1][C:2]1[CH:3]=[C:4]2[C:8](=[CH:9][CH:10]=1)[NH:7][C:6]([CH2:11][NH:29][C@@H:26]1[C@@H:24]3[C@@H:23]([CH2:22][N:21]([C:18]4[CH:17]=[CH:16][C:15]([C:14]([F:31])([F:30])[F:13])=[CH:20][N:19]=4)[CH2:25]3)[CH2:28][CH2:27]1)=[CH:5]2. Procedure details: The title compound was prepared by combining 5-fluoro-1H-indole-2-carbaldehyde (30.1 mg, 0.184 mmol) and (3aR,4S,6aS)-2-(5-(trifluoromethyl)pyridin-2-yl)octahydrocyclopenta[c]pyrrol-4-amine (50 mg, 0.184 mmol) from Example 262 Step B in dichloromethane (0.2 mL) to give a colorless solution. 0.2 mL of acetic acid was added. The reaction was stirred at ambient temperature for 30 minutes, then PS-cyanoborohydride (166 mg, 0.369 mmol) was added. After 18 hours, the reaction was filtered and the solv...